This data is from the Open Reaction Database (ORD), a public repository of structured organic reaction records. The task is: describe an organic reaction: reactants, conditions, products, and yield Reactants: COC(=O)C=1C=NC2=CC=C(C=C2C1OC)\C=C/1\C(N=C(S1)N[C@H]1[C@@H](C1)C1=CC=CC=C1)=O (4-methoxy-6-[4-oxo-2-((1R,2S)-2-phenyl-cyclopropylamino)-4H-thiazol-(5Z)-ylidenemethyl]-quinoline-3-carboxylic acid methyl ester), [OH-].[Na+] (sodium hydroxide). Run in CO (methanol). Run at time 12 hour. Yields the product COC1=C(C=NC2=CC=C(C=C12)\C=C/1\C(N=C(S1)N[C@H]1[C@@H](C1)C1=CC=CC=C1)=O)C(=O)O (4-methoxy-6-[4-oxo-2-((1R,2S)-2-phenyl-cyclopropylamino)-4H-thiazol-(5Z)-ylidenemethyl]-quinoline-3-carboxylic acid). Reaction SMILES: C[O:2][C:3]([C:5]1[CH:6]=[N:7][C:8]2[C:13]([C:14]=1[O:15][CH3:16])=[CH:12][C:11](/[CH:17]=[C:18]1/[C:19](=[O:33])[N:20]=[C:21]([NH:23][C@@H:24]3[CH2:26][C@H:25]3[C:27]3[CH:32]=[CH:31][CH:30]=[CH:29][CH:28]=3)[S:22]/1)=[CH:10][CH:9]=2)=[O:4].[OH-].[Na+]>CO>[CH3:16][O:15][C:14]1[C:13]2[C:8](=[CH:9][CH:10]=[C:11](/[CH:17]=[C:18]3/[C:19](=[O:33])[N:20]=[C:21]([NH:23][C@@H:24]4[CH2:26][C@H:25]4[C:27]4[CH:28]=[CH:29][CH:30]=[CH:31][CH:32]=4)[S:22]/3)[CH:12]=2)[N:7]=[CH:6][C:5]=1[C:3]([OH:4])=[O:2] |f:1.2|. Reported procedure: To the suspension of 4-methoxy-6-[4-oxo-2-((1R,2S)-2-phenyl-cyclopropylamino)-4H-thiazol-(5Z)-ylidenemethyl]-quinoline-3-carboxylic acid methyl ester (example 1) (50 mg, 0.11 mmol) in methanol (2 mL) was added 1 N aqueous sodium hydroxide solution (0.5 mL, 0.5 mmol). After stirring for 12 hours, the crude product was purified by HPLC (reverse C18, 10%-90% acetonitrile in water in 10 min) to afford 4-methoxy-6-[4-oxo-2-((1R,2S)-2-phenyl-cyclopropylamino)-4H-thiazol-(5Z)-ylidenemethyl]-quinoline-3... The reactants are C(C1=CC=CC=C1)OC=1C=CC(=C2C=CC(NC12)=O)[C@H]1OC1 ((R)-8-Benzyloxy-5-oxiranylcarbostyril), COC1=C2CC(CC2=C(C=C1)OC)N (4,7-dimethoxy-indan-2-ylamine). The solvent is C1(=CC=CC=C1)C (toluene). Conditions: temperature 110 celsius, time 4 hour. The product is C(C1=CC=CC=C1)OC=1C=CC(=C2C=CC(NC12)=O)[C@H](CNC1CC2=C(C=CC(=C2C1)OC)OC)O ((R)-8-Benzyloxy-5-[2-(4,7-dimethoxy-indan-2-ylamino)-1-hydroxy-ethyl]-1H-quinolin-2-one). Reaction SMILES: [CH2:1]([O:8][C:9]1[CH:10]=[CH:11][C:12]([C@@H:20]2[CH2:22][O:21]2)=[C:13]2[C:18]=1[NH:17][C:16](=[O:19])[CH:15]=[CH:14]2)[C:2]1[CH:7]=[CH:6][CH:5]=[CH:4][CH:3]=1.[CH3:23][O:24][C:25]1[CH:33]=[CH:32][C:31]([O:34][CH3:35])=[C:30]2[C:26]=1[CH2:27][CH:28]([NH2:36])[CH2:29]2>C1(C)C=CC=CC=1>[CH2:1]([O:8][C:9]1[CH:10]=[CH:11][C:12]([C@@H:20]([OH:21])[CH2:22][NH:36][CH:28]2[CH2:29][C:30]3[C:26](=[C:25]([O:24][CH3:23])[CH:33]=[CH:32][C:31]=3[O:34][CH3:35])[CH2:27]2)=[C:13]2[C:18]=1[NH:17][C:16](=[O:19])[CH:15]=[CH:14]2)[C:2]1[CH:7]=[CH:6][CH:5]=[CH:4][CH:3]=1. Procedure: (R)-8-Benzyloxy-5-oxiranylcarbostyril (100 mg, 0.34 mmol), prepared from literature procedure (Beeley, Lee James; Dean, David Kenneth, PCT Int. Appl. WO 9525104) and 4,7-dimethoxy-indan-2-ylamine (66 mg, 0.34 mmol), prepared from literature procedure (Sindelar, R. D.; Mott, J.; Barfknecht, C. F.; Arneric, S. P.; Flynn, J. R.; Long, J. P.; Bhatnagar, R. K. J. Med. Chem. (1982), 25(7), 858-64), are dissolved in toluene (1 mL). The reaction mixture was heated to 110° C. and the solvent is allowed t...